This data is from the Open Reaction Database (ORD), a public repository of structured organic reaction records. The task is: describe an organic reaction: reactants, conditions, products, and yield Starting materials: FC1=C(C=CC(=C1)F)C(CN1N=CN=C1)(C(C)O)O ((2RS,3SR)-2-(2,4-difluorophenyl)-1-(1H-1,2,4-triazol-1-yl)-2,3-butanediol), CS(=O)(=O)Cl (methanesulfonyl chloride), sodium methylate methanol. The product is FC1=C(C=CC(=C1)F)C1(OC1C)CN1N=CN=C1 ((2RS,3RS)-2-(2,4-difluorophenyl)-3-methyl-2-(1H-1,2,4-triazol-1-yl)methyl oxirane). RXN SMILES: [F:1][C:2]1[CH:7]=[C:6]([F:8])[CH:5]=[CH:4][C:3]=1[C:9]([OH:19])([CH:16](O)[CH3:17])[CH2:10][N:11]1[CH:15]=[N:14][CH:13]=[N:12]1.CS(Cl)(=O)=O>>[F:1][C:2]1[CH:7]=[C:6]([F:8])[CH:5]=[CH:4][C:3]=1[C:9]1([CH2:10][N:11]2[CH:15]=[N:14][CH:13]=[N:12]2)[CH:16]([CH3:17])[O:19]1. Procedure details: In a manner like that described in Reference Example 25, (2RS,3SR)-2-(2,4-difluorophenyl)-1-(1H-1,2,4-triazol-1-yl)-2,3-butanediol (1.1 g) obtained in Reference Example 42 was allowed to react with methanesulfonyl chloride (0.35 ml), followed by treatment with a 28% sodium methylate methanol solution to afford (2RS,3RS)-2-(2,4-difluorophenyl)-3-methyl-2-(1H-1,2,4-triazol-1-yl)methyl oxirane. The product was purified by means of a silica gel column chromatography (ethyl acetate: methylene chlorid... Starting materials: CO, CCc1nc(Cl)cc(Cl)n1, NN, O. The product is CCc1nc(Cl)cc(NN)n1. Reaction SMILES: [CH3:14][OH:15].[Cl:1][c:2]1[n:3][c:4]([CH2:9][CH3:10])[n:5][c:6]([Cl:8])[cH:7]1.[NH2:12][NH2:13].[OH2:11]>>[Cl:1][c:2]1[n:3][c:4]([CH2:9][CH3:10])[n:5][c:6]([NH:12][NH2:13])[cH:7]1. Reported procedure: Monooctyltin trichloride, 338.3 grams (1.0 mole), was added to a solution of 120.0 grams (3.0 moles) sodium hydroxide in 700 ml water, in a suitable reaction vessel, at such a rate that the exothermic reaction could be controlled at or below 75° C. This was followed by addition of 622.5 grams (3.0 moles) of isooctylthioglycolate. On continued stirring at or below 75° C., the reaction was deemed complete when all solid dioctyltin oxide hd been consumed. The resulting mixture was allowed to phase ... The reactants are C(CCCCCCC)[Sn](CCCCCCCC)=O (dioctyltin oxide), C(CCCCCCC)[Sn](Cl)(Cl)Cl (Monooctyltin trichloride), [OH-].[Na+] (sodium hydroxide), C(CCCCC(C)C)C(C(=O)[O-])S (isooctylthioglycolate). As a reaction SMILES: [CH2:1]([Sn:9](Cl)(Cl)Cl)[CH2:2][CH2:3][CH2:4][CH2:5][CH2:6][CH2:7][CH3:8].[OH-].[Na+].[CH2:15]([CH:23]([SH:27])[C:24]([O-:26])=[O:25])[CH2:16][CH2:17][CH2:18][CH2:19][CH:20]([CH3:22])[CH3:21].C([Sn](=O)CCCCCCCC)CCCCCCC>O>[CH2:15]([CH:23]([SH:27])[C:24]([O-:26])=[O:25])[CH2:16][CH2:17][CH2:18][CH2:19][CH:20]([CH3:21])[CH3:22].[CH2:15]([CH:23]([SH:27])[C:24]([O-:26])=[O:25])[CH2:16][CH2:17][CH2:18][CH2:19][CH:20]([CH3:21])[CH3:22].[CH2:15]([CH:23]([SH:27])[C:24]([O-:26])=[O:25])[CH2:16][CH2:17][CH2:18][CH2:19][CH:20]([CH3:21])[CH3:22].[CH2:1]([Sn+3:9])[CH2:2][CH2:3][CH2:4][CH2:5][CH2:6][CH2:7][CH3:8] |f:1.2,6.7.8.9|. The product is C(CCCCC(C)C)C(C(=O)[O-])S.C(CCCCC(C)C)C(C(=O)[O-])S.C(CCCCC(C)C)C(C(=O)[O-])S.C(CCCCCCC)[Sn+3] (monooctyl tin tris(isooctylthioglycolate)). Run in O (water). Reactants: O=C(OCc1ccccc1)C(Cc1ccccc1)NC(=O)N1CCOCC1, CO, [H][H]. The product is O=C(O)C(Cc1ccccc1)NC(=O)N1CCOCC1. As a reaction SMILES: [CH2:1]([c:2]1[cH:3][cH:4][cH:5][cH:6][cH:7]1)[O:8][C:9]([CH:10]([NH:11][C:12](=[O:13])[N:14]1[CH2:15][CH2:16][O:17][CH2:18][CH2:19]1)[CH2:20][c:21]1[cH:22][cH:23][cH:24][cH:25][cH:26]1)=[O:27].[CH3:30][OH:31].[H:28][H:29]>>[O:8]=[C:9]([CH:10]([NH:11][C:12](=[O:13])[N:14]1[CH2:15][CH2:16][O:17][CH2:18][CH2:19]1)[CH2:20][c:21]1[cH:22][cH:23][cH:24][cH:25][cH:26]1)[OH:27]. Yields the product CCCSCC1OC(n2cnc3c(N)ncnc32)C(O)C1O. Starting materials: CCCS, Nc1ncnc2c1ncn2C1OC(CCl)C(O)C1O. RXN SMILES: [CH2:20]([CH2:21][CH3:22])[SH:23].[NH2:1][c:2]1[n:3][cH:4][n:5][c:6]2[n:7]([CH:11]3[O:12][CH:13]([CH2:14][Cl:15])[CH:16]([OH:17])[CH:18]3[OH:19])[cH:8][n:9][c:10]12>>[NH2:1][c:2]1[n:3][cH:4][n:5][c:6]2[n:7]([CH:11]3[O:12][CH:13]([CH2:14][S:23][CH2:20][CH2:21][CH3:22])[CH:16]([OH:17])[CH:18]3[OH:19])[cH:8][n:9][c:10]12. Reactants: C1(CCCC1)N1N=C(C2=CC=C(C=C12)C(=O)O)CC (1-cyclopentyl-3-ethyl-1H-indazole-6-carboxylic acid), Cl.C(C)OC(CCN)=O (beta-alanine ethyl ester hydrochloride). Product: C(C)OC(CCNC(=O)C1=CC=C2C(=NN(C2=C1)C1CCCC1)CC)=O (3-[(1-Cyclopentyl-3-ethyl-1H-indazole-6-carbonyl)-amino]-propionic acid ethyl ester). Isolated yield 90.5%. Reaction SMILES: [CH:1]1([N:6]2[C:14]3[C:9](=[CH:10][CH:11]=[C:12]([C:15]([OH:17])=O)[CH:13]=3)[C:8]([CH2:18][CH3:19])=[N:7]2)[CH2:5][CH2:4][CH2:3][CH2:2]1.Cl.[CH2:21]([O:23][C:24](=[O:28])[CH2:25][CH2:26][NH2:27])[CH3:22]>>[CH2:21]([O:23][C:24](=[O:28])[CH2:25][CH2:26][NH:27][C:15]([C:12]1[CH:13]=[C:14]2[C:9]([C:8]([CH2:18][CH3:19])=[N:7][N:6]2[CH:1]2[CH2:2][CH2:3][CH2:4][CH2:5]2)=[CH:10][CH:11]=1)=[O:17])[CH3:22] |f:1.2|. Reported procedure: This compound was prepared according to the method of Example 35, using 297 mg (1.15 mmol, 1.0 equiv) 1-cyclopentyl-3-ethyl-1H-indazole-6-carboxylic acid and 177 mg (1.15 mmol, 1.0 equiv) beta-alanine ethyl ester hydrochloride as starting materials to give 372 mg (90%) of white crystals: mp 74-76° C.; Anal. calcd for C20H27N3O3: C, 67.21; H, 7.61; N, 11.76. Found: C, 67.40; H, 7.56; N, 11.99.